The task is: describe an organic reaction: reactants, conditions, products, and yield. This data is from the Open Reaction Database (ORD), a public repository of structured organic reaction records. Reactants: [BH3-]C#N, C=O, CC(=O)O, CO, CC1NC(=O)NN=C1c1ccc2c(c1)CCCN2, [Na+]. Product: CC1NC(=O)NN=C1c1ccc2c(c1)CCCN2C. As a reaction SMILES: [C:1]([BH3-:2])#[N:3].[CH2:23]=[O:24].[CH3:25][C:26](=[O:27])[OH:28].[CH3:29][OH:30].[NH:5]1[CH2:6][CH2:7][CH2:8][c:9]2[cH:10][c:11]([C:15]3=[N:20][NH:19][C:18](=[O:21])[NH:17][CH:16]3[CH3:22])[cH:12][cH:13][c:14]21.[Na+:4]>>[CH3:1][N:5]1[CH2:6][CH2:7][CH2:8][c:9]2[cH:10][c:11]([C:15]3=[N:20][NH:19][C:18](=[O:21])[NH:17][CH:16]3[CH3:22])[cH:12][cH:13][c:14]21.